From a dataset of the Open Reaction Database (ORD), a public repository of structured organic reaction records. describe an organic reaction: reactants, conditions, products, and yield Starting materials: CS(=O)(=O)CC1=NC=C(C(=O)OC)C=C1 (methyl 6-[(methylsulfonyl)methyl]nicotinate), [OH-].[Li+] (lithium hydroxide). Solvent: O1CCCC1.CO.O (tetrahydrofuran methanol water). Run at time 1 hour. Product: CS(=O)(=O)CC1=NC=C(C(=O)O)C=C1 (6-[(Methylsulfonyl)methyl]nicotinic acid). Isolated yield 93.2%. RXN SMILES: [CH3:1][S:2]([CH2:5][C:6]1[CH:15]=[CH:14][C:9]([C:10]([O:12]C)=[O:11])=[CH:8][N:7]=1)(=[O:4])=[O:3].[OH-].[Li+]>O1CCCC1.CO.O>[CH3:1][S:2]([CH2:5][C:6]1[CH:15]=[CH:14][C:9]([C:10]([OH:12])=[O:11])=[CH:8][N:7]=1)(=[O:4])=[O:3] |f:1.2,3.4.5|. Reported procedure: To a stirred solution of methyl 6-[(methylsulfonyl)methyl]nicotinate (800 mg) in 1:1.1 tetrahydrofuran/methanol/water (30 mL) was added lithium hydroxide (440 mg). The mixture was stirred at room temperature for 1 h, and concentrated under reduced pressure. The residue was partitioned between water (10 mL) and chloroform (10 mL). The aqueous layer was acidified to pH 4 with 1 N hydrochloric acid and extracted with 3:1 chloroform/2-propanol (3×30 mL). The combined organic layers were dried (sodiu... Reactants: COc1cccc(C(=O)Nc2ccc(OCCBr)c(-c3ccnn3C)c2)c1, CO, N. The product is COc1cccc(C(=O)Nc2ccc(OCCN)c(-c3ccnn3C)c2)c1. As a reaction SMILES: [Br:1][CH2:2][CH2:3][O:4][c:5]1[c:6](-[c:22]2[n:23]([CH3:27])[n:24][cH:25][cH:26]2)[cH:7][c:8]([NH:11][C:12]([c:13]2[cH:14][c:15]([O:19][CH3:20])[cH:16][cH:17][cH:18]2)=[O:21])[cH:9][cH:10]1.[CH3:29][OH:30].[NH3:28]>>[CH2:2]([CH2:3][O:4][c:5]1[c:6](-[c:22]2[n:23]([CH3:27])[n:24][cH:25][cH:26]2)[cH:7][c:8]([NH:11][C:12]([c:13]2[cH:14][c:15]([O:19][CH3:20])[cH:16][cH:17][cH:18]2)=[O:21])[cH:9][cH:10]1)[NH2:28]. The solvent is O (water). Procedure details: 55 ml of dioxane, 28 ml of water and 0.77 g (32.2 mmol) of lithium hydroxide were added to 2.8 g (14.3 mmol) of ethyl 1-(cyclopentylcarbonyl)-5-[4-(methoxy)phenyl]piperidine-3-carboxylate. The mixture was stirred overnight at RT. For work-up, the dioxane was removed under reduced pressure, water was added and the reaction mixture was acidified using aqueous 1 N hydrochloric acid solution. The mixture was extracted with dichloromethane. The organic phase was dried with sodium sulphate and concent... Run at time 8 hour. The product is CC(C(=O)N1CC(CC(C1)C1=CC=C(C=C1)OC)C(=O)O)(C)C (1-(2,2-Dimethylpropanoyl)-5-(4-methoxyphenyl)piperidine-3-carboxylic acid). RXN SMILES: O1CCOC[CH2:2]1.[OH-].[Li+].[CH:9]1([C:14]([N:16]2[CH2:21][CH:20]([C:22]3[CH:27]=[CH:26][C:25]([O:28][CH3:29])=[CH:24][CH:23]=3)[CH2:19][CH:18]([C:30]([O:32]CC)=[O:31])[CH2:17]2)=[O:15])[CH2:13]CC[CH2:10]1>O>[CH3:13][C:9]([CH3:2])([CH3:10])[C:14]([N:16]1[CH2:21][CH:20]([C:22]2[CH:27]=[CH:26][C:25]([O:28][CH3:29])=[CH:24][CH:23]=2)[CH2:19][CH:18]([C:30]([OH:32])=[O:31])[CH2:17]1)=[O:15] |f:1.2|. Starting materials: O1CCOCC1 (dioxane), [OH-].[Li+] (lithium hydroxide), C1(CCCC1)C(=O)N1CC(CC(C1)C1=CC=C(C=C1)OC)C(=O)OCC (ethyl 1-(cyclopentylcarbonyl)-5-[4-(methoxy)phenyl]piperidine-3-carboxylate). The reactants are C(C1=CC=CC=C1)N1CCC(CC1)NC(C1=C(C=CC=C1[N+](=O)[O-])Cl)=O (N-(1-benzyl-piperidin-4-yl)-2-chloro-6-nitro-benzamide), [H-].[Al+3].[Li+].[H-].[H-].[H-] (lithium aluminium hydride). The solvent is O1CCOCC1 (1,4-dioxane). Run at temperature 0 celsius, time 16 hour. The product is NC1=C(CNC2CCN(CC2)CC2=CC=CC=C2)C(=CC=C1)Cl ((2-Amino-6-chloro-benzyl)-(1-benzyl-piperidin-4-yl)-amine). RXN SMILES: [CH2:1]([N:8]1[CH2:13][CH2:12][CH:11]([NH:14][C:15](=O)[C:16]2[C:21]([N+:22]([O-])=O)=[CH:20][CH:19]=[CH:18][C:17]=2[Cl:25])[CH2:10][CH2:9]1)[C:2]1[CH:7]=[CH:6][CH:5]=[CH:4][CH:3]=1.[H-].[Al+3].[Li+].[H-].[H-].[H-]>O1CCOCC1>[NH2:22][C:21]1[CH:20]=[CH:19][CH:18]=[C:17]([Cl:25])[C:16]=1[CH2:15][NH:14][CH:11]1[CH2:12][CH2:13][N:8]([CH2:1][C:2]2[CH:7]=[CH:6][CH:5]=[CH:4][CH:3]=2)[CH2:9][CH2:10]1 |f:1.2.3.4.5.6|. Reported procedure: Into a flame dried flask, N-(1-benzyl-piperidin-4-yl)-2-chloro-6-nitro-benzamide (1.67 g, 4.47 mmol) and lithium aluminium hydride (0.51 g, 13.43 mmol) were combined. To this was added anhydrous 1,4-dioxane (15 mL). The mixture was slowly brought to reflux and stirred for 16 h. The reaction mixture was cooled to 0° C. and excess lithium aluminium hydride destroyed by dropwise addition of methanol, followed by careful addition of 20% potassium hydroxide. The aluminum salts were filtered, the filt...